This data is from the Open Reaction Database (ORD), a public repository of structured organic reaction records. The task is: describe an organic reaction: reactants, conditions, products, and yield The reactants are COc1cc(C(=O)OC(C)(C)C)ccc1CBr, O=C([O-])[O-], CN(C)C=O, O=Cc1c[nH]c2cc(C(=O)NCC3CCCC3)ccc12, [K+], [K+], O. Yields the product COc1cc(C(=O)OC(C)(C)C)ccc1Cn1cc(C=O)c2ccc(C(=O)NCC3CCCC3)cc21. Reaction SMILES: [Br:21][CH2:22][c:23]1[c:24]([O:36][CH3:37])[cH:25][c:26]([C:27](=[O:28])[O:29][C:30]([CH3:31])([CH3:32])[CH3:33])[cH:34][cH:35]1.[C:38](=[O:39])([O-:40])[O-:41].[CH3:45][N:46]([CH3:47])[CH:48]=[O:49].[CH:1]1([CH2:6][NH:7][C:8](=[O:9])[c:10]2[cH:11][cH:12][c:13]3[c:14]([CH:19]=[O:20])[cH:15][nH:16][c:17]3[cH:18]2)[CH2:2][CH2:3][CH2:4][CH2:5]1.[K+:42].[K+:43].[OH2:44]>>[CH:1]1([CH2:6][NH:7][C:8](=[O:9])[c:10]2[cH:11][cH:12][c:13]3[c:14]([CH:19]=[O:20])[cH:15][n:16]([CH2:22][c:23]4[c:24]([O:36][CH3:37])[cH:25][c:26]([C:27](=[O:28])[O:29][C:30]([CH3:31])([CH3:32])[CH3:33])[cH:34][cH:35]4)[c:17]3[cH:18]2)[CH2:2][CH2:3][CH2:4][CH2:5]1.